Dataset: the Open Reaction Database (ORD), a public repository of structured organic reaction records. Task: describe an organic reaction: reactants, conditions, products, and yield Starting materials: [H-].[Al+3].[Li+].[H-].[H-].[H-] (lithium aluminum hydride), [OH-].[Na+] (NaOH), C1(=CC=CC=C1)C1=C(C=CC(=C1C1=CC=CC=C1)C(=O)OCC)C(=O)OCC (diethyl 2,3-diphenyl-1,4-benzenedicarboxylate), O (water), O (water). Solvent: C1CCOC1 (THF), C1CCOC1 (THF). Reaction conditions: time 1 hour. Yields the product C(CCCCC)C=1C(=C(C(=C(C1)CO)C1=CC=CC=C1)C1=CC=CC=C1)CO (5-Hexyl-1,4-bis(hydroxymethyl)-2,3-diphenylbenzene). Isolated yield 146.3%. RXN SMILES: [C:1]1([C:7]2[C:12](C3C=CC=CC=3)=[C:11]([C:19](OCC)=[O:20])[CH:10]=[CH:9][C:8]=2[C:24](OCC)=[O:25])[CH:6]=[CH:5][CH:4]=[CH:3][CH:2]=1.[H-].[Al+3].[Li+].[H-].[H-].[H-].O.[OH-].[Na+]>C1COCC1>[CH2:10]([C:10]1[C:11]([CH2:19][OH:20])=[C:12]([C:2]2[CH:1]=[CH:6][CH:5]=[CH:4][CH:3]=2)[C:7]([C:1]2[CH:2]=[CH:3][CH:4]=[CH:5][CH:6]=2)=[C:8]([CH2:24][OH:25])[CH:9]=1)[CH2:9][CH2:8][CH2:7][CH2:12][CH3:11] |f:1.2.3.4.5.6,8.9|. Procedure details: A solution of diethyl 2,3-diphenyl-1,4-benzenedicarboxylate (21.1 g, 46.0 mmol) in anhydrous THF (175 mL) was added dropwise with stirring over a 0.5 hour period to a suspension of lithium aluminum hydride (7.89 g, 208 mmol) in 350 mL of anhydrous THF at 0° C. This solution was stirred at room temperature for 1 hour and refluxed for 24 hours. The solution was then cooled and treated with: 1) 8 mL of water, added dropwise and stirred carefully for 0.25 hour, 2) 24 mL of 15% NaOH with stirring for... The reactants are CC(C)c1c(C=C(Br)Br)c(-c2ccc(F)cc2)nc2ccccc12, C1CCOC1, [Li]CCCC. RXN SMILES: [Br:1][C:2](=[CH:3][c:4]1[c:5](-[c:17]2[cH:18][cH:19][c:20]([F:23])[cH:21][cH:22]2)[n:6][c:7]2[cH:8][cH:9][cH:10][cH:11][c:12]2[c:13]1[CH:14]([CH3:15])[CH3:16])[Br:24].[CH2:30]1[O:31][CH2:32][CH2:33][CH2:34]1.[CH3:25][CH2:26][CH2:27][CH2:28][Li:29]>>[CH:2]#[C:3][c:4]1[c:5](-[c:17]2[cH:18][cH:19][c:20]([F:23])[cH:21][cH:22]2)[n:6][c:7]2[cH:8][cH:9][cH:10][cH:11][c:12]2[c:13]1[CH:14]([CH3:15])[CH3:16]. Yields the product C#Cc1c(-c2ccc(F)cc2)nc2ccccc2c1C(C)C.